From a dataset of the Open Reaction Database (ORD), a public repository of structured organic reaction records. describe an organic reaction: reactants, conditions, products, and yield Reactants: C(C)(C)(C)N1N=CC(=C1C1CC1)C(=O)O (1-tert-butyl-5-cyclopropyl-1H-pyrazole-4-carboxylic acid), C(C(=O)Cl)(=O)Cl (oxalyl chloride), CN(C=O)C (N,N-dimethylformamide), NC=1C=C(OC2=C(C3=C(N=C(S3)NC(=O)C3CC3)C=C2)C#N)C=CC1 (N-[6-(3-Aminophenoxy)-7-cyano-1,3-benzothiazol-2-yl]cyclopropanecarboxamide). The solvent is O1CCCC1 (tetrahydrofuran), C(C)(=O)OCC (ethyl acetate). Reaction conditions: time 1 hour. Product: C(C)(C)(C)N1N=CC(=C1C1CC1)C(=O)NC1=CC(=CC=C1)OC1=C(C2=C(N=C(S2)NC(=O)C2CC2)C=C1)C#N (1-tert-butyl-N-[3-({7-cyano-2-[(cyclopropylcarbonyl)amino]-1,3-benzothiazol-6-yl}oxy)phenyl]-5-cyclopropyl-1H-pyrazole-4-carboxamide). Isolated yield 70.8%. Reaction SMILES: [C:1]([N:5]1[C:9]([CH:10]2[CH2:12][CH2:11]2)=[C:8]([C:13]([OH:15])=O)[CH:7]=[N:6]1)([CH3:4])([CH3:3])[CH3:2].C(Cl)(=O)C(Cl)=O.CN(C)C=O.[NH2:27][C:28]1[CH:29]=[C:30]([CH:49]=[CH:50][CH:51]=1)[O:31][C:32]1[CH:46]=[CH:45][C:35]2[N:36]=[C:37]([NH:39][C:40]([CH:42]3[CH2:44][CH2:43]3)=[O:41])[S:38][C:34]=2[C:33]=1[C:47]#[N:48]>O1CCCC1.C(OCC)(=O)C>[C:1]([N:5]1[C:9]([CH:10]2[CH2:11][CH2:12]2)=[C:8]([C:13]([NH:27][C:28]2[CH:51]=[CH:50][CH:49]=[C:30]([O:31][C:32]3[CH:46]=[CH:45][C:35]4[N:36]=[C:37]([NH:39][C:40]([CH:42]5[CH2:44][CH2:43]5)=[O:41])[S:38][C:34]=4[C:33]=3[C:47]#[N:48])[CH:29]=2)=[O:15])[CH:7]=[N:6]1)([CH3:2])([CH3:3])[CH3:4]. Reported procedure: To a solution of 1-tert-butyl-5-cyclopropyl-1H-pyrazole-4-carboxylic acid (71 mg, 0.342 mmol) in tetrahydrofuran (2 mL) were added oxalyl chloride (36 μL, 0.420 mmol) and N,N-dimethylformamide (20 μL), and the mixture was stirred at room temperature for 1 hr. The reaction mixture was concentrated under reduced pressure, and the residue was dissolved in N,N-dimethylacetamide (2 mL). N-[6-(3-Aminophenoxy)-7-cyano-1,3-benzothiazol-2-yl]cyclopropanecarboxamide (100 mg, 0.29 mmol) produced in Example... Starting materials: C(C)(C)(C)[Si](OCCN(CCCCOC1=CC2=C(C(=NS2)C2=CC=C(C=C2)N2CCCCC2)C=C1)CC)(C)C ([2-(tert-Butyl-dimethyl-silanyloxy)-ethyl]-ethyl-{4-[3-(4-piperidin-1-yl-phenyl)-benzo[d]isothiazol-6-yloxy]-butyl}-amine), CCCC[N+](CCCC)(CCCC)CCCC.[F-] (TBAF). Solvent: C1CCOC1 (THF), C1CCOC1 (THF). Yields the product C(C)N(CCO)CCCCOC1=CC2=C(C(=NS2)C2=CC=C(C=C2)N2CCCCC2)C=C1 (2-(Ethyl-{4-[3-(4-piperidin-1-yl-phenyl)-benzo[d]isothiazol-6-yloxy]-butyl}-amino)-ethanol). Yield: 82.5%. RXN SMILES: C([Si](C)(C)[O:6][CH2:7][CH2:8][N:9]([CH2:36][CH3:37])[CH2:10][CH2:11][CH2:12][CH2:13][O:14][C:15]1[CH:35]=[CH:34][C:18]2[C:19]([C:22]3[CH:27]=[CH:26][C:25]([N:28]4[CH2:33][CH2:32][CH2:31][CH2:30][CH2:29]4)=[CH:24][CH:23]=3)=[N:20][S:21][C:17]=2[CH:16]=1)(C)(C)C.CCCC[N+](CCCC)(CCCC)CCCC.[F-]>C1COCC1>[CH2:36]([N:9]([CH2:10][CH2:11][CH2:12][CH2:13][O:14][C:15]1[CH:35]=[CH:34][C:18]2[C:19]([C:22]3[CH:23]=[CH:24][C:25]([N:28]4[CH2:33][CH2:32][CH2:31][CH2:30][CH2:29]4)=[CH:26][CH:27]=3)=[N:20][S:21][C:17]=2[CH:16]=1)[CH2:8][CH2:7][OH:6])[CH3:37] |f:1.2|. Procedure: 220 mg (0.39 mmol) [2-(tert-Butyl-dimethyl-silanyloxy)-ethyl]-ethyl-{4-[3-(4-piperidin-1-yl-phenyl)-benzo[d]isothiazol-6-yloxy]-butyl}-amine in 5 ml THF were treated with 0.6 ml 1M TBAF in THF for 1 h at RT. The solution was concentrated and the crude product subjected to column chromatography on silica gel with CH2Cl2:MeOH 9:1 to give 146 mg (83%) 2-(Ethyl-{4-[3-(4-piperidin-1-yl-phenyl)-benzo[d]isothiazol-6-yloxy]-butyl}-amino)-ethanol as yellow oil, MS: 454 (MH+). The reactants are CC(=O)O, [H][H], O=C(c1ccc([N+](=O)[O-])cn1)N1CCCCC1. Product: Nc1ccc(C(=O)N2CCCCC2)nc1. As a reaction SMILES: [CH3:20][C:21](=[O:22])[OH:23].[H:18][H:19].[N+:1]([O-:2])(=[O:3])[c:4]1[cH:5][cH:6][c:7]([C:10](=[O:11])[N:12]2[CH2:13][CH2:14][CH2:15][CH2:16][CH2:17]2)[n:8][cH:9]1>>[NH2:1][c:4]1[cH:5][cH:6][c:7]([C:10](=[O:11])[N:12]2[CH2:13][CH2:14][CH2:15][CH2:16][CH2:17]2)[n:8][cH:9]1. The reactants are CO, Cc1ccc(C=CC(=O)C(C)C)cc1. Yields the product Cc1ccc(C=CC(O)C(C)C)cc1. As a reaction SMILES: [CH3:15][OH:16].[CH3:1][CH:2]([C:3]([CH:4]=[CH:5][c:6]1[cH:7][cH:8][c:9]([CH3:12])[cH:10][cH:11]1)=[O:13])[CH3:14]>>[CH3:1][CH:2]([CH:3]([CH:4]=[CH:5][c:6]1[cH:7][cH:8][c:9]([CH3:12])[cH:10][cH:11]1)[OH:13])[CH3:14]. Starting materials: FC1=CC=C(C=C1)N1CCNCC1 (1-(4-fluorophenyl)piperazine), N=1NC(=C2CCCCC12)CCC(=O)O (3-(4,5,6,7-tetrahydro-2H-indazol-3-yl)propionic acid), ClC1=CC=C(C=C1)C1CCNCC1 (4-(4-chlorophenyl)piperidine). The product is FC1=CC=C(C=C1)N1CCN(CC1)CCCCC=1NN=C2CCCCC12 (3-(4-(4-(4-fluorophenyl)piperazin-1-yl)butyl)-4,5,6,7-tetrahydro-2H-indazole). RXN SMILES: [F:1][C:2]1[CH:7]=[CH:6][C:5]([N:8]2[CH2:13][CH2:12][NH:11][CH2:10][CH2:9]2)=[CH:4][CH:3]=1.[N:14]1[NH:15][C:16]([CH2:23][CH2:24][C:25](O)=O)=[C:17]2[C:22]=1[CH2:21][CH2:20][CH2:19][CH2:18]2.Cl[C:29]1C=CC(C2CCNCC2)=CC=1>>[F:1][C:2]1[CH:3]=[CH:4][C:5]([N:8]2[CH2:13][CH2:12][N:11]([CH2:29][CH2:25][CH2:24][CH2:23][C:16]3[NH:15][N:14]=[C:22]4[C:17]=3[CH2:18][CH2:19][CH2:20][CH2:21]4)[CH2:10][CH2:9]2)=[CH:6][CH:7]=1. Procedure: In the same manner as in Example 102 except that 4-(4,5,6,7-tetrahydro-2H-indazol-3-yl)-n-butyric acid obtained in Starting Material Synthesis Example 3 and 1-(4-fluorophenyl)piperazine were used instead of 3-(4,5,6,7-tetrahydro-2H-indazol-3-yl)propionic acid obtained in Starting Material Synthesis Example 1 and 4-(4-chlorophenyl)piperidine, 3-(4-(4-(4-fluorophenyl)piperazin-1-yl)butyl)-4,5,6,7-tetrahydro-2H-indazole was obtained. The reactants are CCO, O=Cc1ccccc1Cl, NNc1cc(N2CCOCC2)n2nc(-c3ccccc3)cc2n1, O=C(O)C(F)(F)F. Yields the product Clc1ccccc1C=NNc1cc(N2CCOCC2)n2nc(-c3ccccc3)cc2n1. As a reaction SMILES: [CH3:40][CH2:41][OH:42].[Cl:31][c:32]1[c:33]([CH:34]=[O:35])[cH:36][cH:37][cH:38][cH:39]1.[O:8]1[CH2:9][CH2:10][N:11]([c:14]2[cH:15][c:16]([NH:29][NH2:30])[n:17][c:18]3[n:19]2[n:20][c:21](-[c:23]2[cH:24][cH:25][cH:26][cH:27][cH:28]2)[cH:22]3)[CH2:12][CH2:13]1.[OH:1][C:2]([C:3]([F:4])([F:5])[F:6])=[O:7]>>[O:8]1[CH2:9][CH2:10][N:11]([c:14]2[cH:15][c:16]([NH:29][N:30]=[CH:34][c:33]3[c:32]([Cl:31])[cH:39][cH:38][cH:37][cH:36]3)[n:17][c:18]3[n:19]2[n:20][c:21](-[c:23]2[cH:24][cH:25][cH:26][cH:27][cH:28]2)[cH:22]3)[CH2:12][CH2:13]1.